From a dataset of the Open Reaction Database (ORD), a public repository of structured organic reaction records. describe an organic reaction: reactants, conditions, products, and yield The reactants are NC(=O)c1ccc(Oc2ccc(C3OCCO3)cc2F)cn1, NCCC1CCOCC1. The product is NC(=O)c1ccc(Oc2ccc(CNCCC3CCOCC3)cc2F)cn1. As a reaction SMILES: [O:1]1[CH:2]([c:6]2[cH:7][c:8]([F:22])[c:9]([O:10][c:11]3[cH:12][cH:13][c:14]([C:17](=[O:18])[NH2:19])[n:15][cH:16]3)[cH:20][cH:21]2)[O:5][CH2:4][CH2:3]1.[O:23]1[CH2:24][CH2:25][CH:26]([CH2:29][CH2:30][NH2:31])[CH2:27][CH2:28]1>>[CH2:2]([c:6]1[cH:7][c:8]([F:22])[c:9]([O:10][c:11]2[cH:12][cH:13][c:14]([C:17](=[O:18])[NH2:19])[n:15][cH:16]2)[cH:20][cH:21]1)[NH:31][CH2:30][CH2:29][CH:26]1[CH2:25][CH2:24][O:23][CH2:28][CH2:27]1.